Dataset: the Open Reaction Database (ORD), a public repository of structured organic reaction records. Task: describe an organic reaction: reactants, conditions, products, and yield Reactants: ClC=1C=C(C=CC1S(=O)(=O)C1=CC=CC=C1)C=1C(=CC=C(C1)F)O (3′-chloro-5-fluoro-4′-(phenylsulfonyl)biphenyl-2-ol), CC1=CC=C(C=C1)S(=O)(=O)O[C@@H](C(=O)OC)C (methyl (2R)-2-{[(4-methylphenyl)sulfonyl]oxy}propanoate). Product: ClC=1C=C(C=CC1S(=O)(=O)C1=CC=CC=C1)C1=C(C=CC(=C1)F)O[C@H](C(=O)OC)C (methyl (2S)-2-{[3′-chloro-5-fluoro-4′-(phenylsulfonyl)biphenyl-2-yl]oxy}propanoate). As a reaction SMILES: [Cl:1][C:2]1[CH:3]=[C:4]([C:17]2[C:18]([OH:24])=[CH:19][CH:20]=[C:21]([F:23])[CH:22]=2)[CH:5]=[CH:6][C:7]=1[S:8]([C:11]1[CH:16]=[CH:15][CH:14]=[CH:13][CH:12]=1)(=[O:10])=[O:9].CC1C=CC(S(O[C@H:36]([CH3:41])[C:37]([O:39][CH3:40])=[O:38])(=O)=O)=CC=1>>[Cl:1][C:2]1[CH:3]=[C:4]([C:17]2[CH:22]=[C:21]([F:23])[CH:20]=[CH:19][C:18]=2[O:24][C@@H:36]([CH3:41])[C:37]([O:39][CH3:40])=[O:38])[CH:5]=[CH:6][C:7]=1[S:8]([C:11]1[CH:12]=[CH:13][CH:14]=[CH:15][CH:16]=1)(=[O:10])=[O:9]. Procedure: The subtitle compound was prepared by the method of example 11 step (vii) using the product of step (iii) and the product of example 11 step (vi). The reactants are Cc1cccc(C(=O)O)c1O, CO, [Na+], O=C([O-])O, O=S(=O)(O)O. The product is COC(=O)c1cccc(C)c1O. As a reaction SMILES: [CH3:1][c:2]1[cH:3][cH:4][cH:5][c:6]([C:7]([OH:8])=[O:9])[c:10]1[OH:11].[CH3:22][OH:23].[Na+:21].[O-:17][C:18]([OH:19])=[O:20].[S:12](=[O:13])(=[O:14])([OH:15])[OH:16]>>[CH3:1][c:2]1[cH:3][cH:4][cH:5][c:6]([C:7]([O:8][CH3:18])=[O:9])[c:10]1[OH:11]. The product is C(C)(C)(C)OC1=CC=C(C=C1)C[C@@H](C(=O)N(CC=1C=CC=C2C=CC=NC12)[C@H](C(OCC)OCC)C)NC(CN(NC(=O)NCC1=CC=CC2=CC=CC=C12)C)=O (1-(2-((S)-3-(4-tert-butoxyphenyl)-1-(((S)-1,1-diethoxypropan-2-yl)(quinolin-8-ylmethyl)amino)-1-oxopropan-2-ylamino)-2-oxoethyl)-1-methyl-4-(naphthalen-1-ylmethyl)semicarbazide). Reported procedure: According to the procedure described in the synthesis method of Compound II-15, 2-(1-methyl-2-(naphthalen-1-ylmethylcarbamoyl)hydrazinyl)acetic acid (Compound VI-8) 85 mg (0.30 mmol) was coupled with (S)-2-amino-3-(4-tert-butoxyphenyl)-N—((S)-1,1-diethoxypropan-2-yl)-N-(quinolin-8-ylmethyl)propanamide (Compound IV-3) 100 mg (0.20 mmol) to obtain the title compound. Reaction SMILES: [CH3:1][N:2]([CH2:18][C:19]([OH:21])=O)[NH:3][C:4](=[O:17])[NH:5][CH2:6][C:7]1[C:16]2[C:11](=[CH:12][CH:13]=[CH:14][CH:15]=2)[CH:10]=[CH:9][CH:8]=1.[NH2:22][C@@H:23]([CH2:47][C:48]1[CH:53]=[CH:52][C:51]([O:54][C:55]([CH3:58])([CH3:57])[CH3:56])=[CH:50][CH:49]=1)[C:24]([N:26]([C@@H:38]([CH3:46])[CH:39]([O:43][CH2:44][CH3:45])[O:40][CH2:41][CH3:42])[CH2:27][C:28]1[CH:29]=[CH:30][CH:31]=[C:32]2[C:37]=1[N:36]=[CH:35][CH:34]=[CH:33]2)=[O:25]>>[C:55]([O:54][C:51]1[CH:52]=[CH:53][C:48]([CH2:47][C@H:23]([NH:22][C:19](=[O:21])[CH2:18][N:2]([CH3:1])[NH:3][C:4]([NH:5][CH2:6][C:7]2[C:16]3[C:11](=[CH:12][CH:13]=[CH:14][CH:15]=3)[CH:10]=[CH:9][CH:8]=2)=[O:17])[C:24]([N:26]([C@@H:38]([CH3:46])[CH:39]([O:43][CH2:44][CH3:45])[O:40][CH2:41][CH3:42])[CH2:27][C:28]2[CH:29]=[CH:30][CH:31]=[C:32]3[C:37]=2[N:36]=[CH:35][CH:34]=[CH:33]3)=[O:25])=[CH:49][CH:50]=1)([CH3:58])([CH3:56])[CH3:57]. Starting materials: Compound II, CN(NC(NCC1=CC=CC2=CC=CC=C12)=O)CC(=O)O (2-(1-methyl-2-(naphthalen-1-ylmethylcarbamoyl)hydrazinyl)acetic acid), N[C@H](C(=O)N(CC=1C=CC=C2C=CC=NC12)[C@H](C(OCC)OCC)C)CC1=CC=C(C=C1)OC(C)(C)C ((S)-2-amino-3-(4-tert-butoxyphenyl)-N—((S)-1,1-diethoxypropan-2-yl)-N-(quinolin-8-ylmethyl)propanamide). Starting materials: ClC=1C(=C(C=CC1)C(C)=O)C (1-(3-Chloro-2-methyl-phenyl)-ethanone), Cl.NO (hydroxylamine hydrochloride). The solvent is C(C)O (ethanol). Reaction conditions: temperature 80 celsius, time 1.5 hour. The product is ClC=1C(=C(C=CC1)\C(\C)=N/O)C ((1Z)-1-(3-chloro-2-methylphenyl)ethanone oxime). The yield is 90.4%. As a reaction SMILES: [Cl:1][C:2]1[C:3]([CH3:11])=[C:4]([C:8](=O)[CH3:9])[CH:5]=[CH:6][CH:7]=1.Cl.[NH2:13][OH:14]>C(O)C>[Cl:1][C:2]1[C:3]([CH3:11])=[C:4](/[C:8](=[N:13]\[OH:14])/[CH3:9])[CH:5]=[CH:6][CH:7]=1 |f:1.2|. Procedure details: 1-(3-Chloro-2-methyl-phenyl)-ethanone (390 mg, 2.3 mmol) was dissolved in ethanol (6 ml) and hydroxylamine hydrochloride (433 μL, 10.4 mmol) was added. The mixture was stirred at 80° C. for 1.5 hours. Reaction mixture was concentrated in vacuo and partitioned between water and ethyl acetate. The aqueous portion was extracted with ethyl acetate. The combined organic portions were washed with brine, dried over sodium sulfate and concentrated in vacuo to give (1Z)-1-(3-chloro-2-methylphenyl)ethanon... Reactants: CO, Cc1cc2nc(NC(=O)c3ccc(C(C)(C)O)cc3)cc(Cl)n2n1, COc1ccc(B(O)O)cc1F, [Na+], O=C([O-])O. Product: COc1ccc(-c2cc(NC(=O)c3ccc(C(C)(C)O)cc3)nc3cc(C)nn23)cc1F. Reaction SMILES: [CH3:42][OH:43].[Cl:1][c:2]1[cH:3][c:4]([NH:12][C:13]([c:14]2[cH:15][cH:16][c:17]([C:20]([CH3:21])([CH3:22])[OH:23])[cH:18][cH:19]2)=[O:24])[n:5][c:6]2[n:7]1[n:8][c:9]([CH3:11])[cH:10]2.[F:25][c:26]1[cH:27][c:28]([B:34]([OH:35])[OH:36])[cH:29][cH:30][c:31]1[O:32][CH3:33].[Na+:41].[O-:37][C:38]([OH:39])=[O:40]>>[c:2]1(-[c:28]2[cH:27][c:26]([F:25])[c:31]([O:32][CH3:33])[cH:30][cH:29]2)[cH:3][c:4]([NH:12][C:13]([c:14]2[cH:15][cH:16][c:17]([C:20]([CH3:21])([CH3:22])[OH:23])[cH:18][cH:19]2)=[O:24])[n:5][c:6]2[n:7]1[n:8][c:9]([CH3:11])[cH:10]2. Reaction SMILES: [C:42]([O:43][BH-:44]([O:45][C:46](=[O:47])[CH3:48])[O:49][C:50](=[O:51])[CH3:52])(=[O:53])[CH3:54].[C:56](=[O:57])([O-:58])[O-:59].[CH3:1][O:2][C:3]([CH:4]=[CH:5][c:6]1[cH:7][c:8]2[c:13]([cH:14][cH:15]1)[O:12][C:11]1([CH2:10][C:9]2=[O:28])[CH2:16][CH2:17][N:18]([C:21]([O:22][C:23]([CH3:24])([CH3:25])[CH3:26])=[O:27])[CH2:19][CH2:20]1)=[O:29].[CH3:30][n:31]1[c:32]([CH:40]=[O:41])[cH:33][c:34]2[cH:35][cH:36][cH:37][cH:38][c:39]12.[Na+:55].[Na+:60].[Na+:61]>>[CH3:1][O:2][C:3]([CH:4]=[CH:5][c:6]1[cH:7][c:8]2[c:13]([cH:14][cH:15]1)[O:12][C:11]1([CH2:10][C:9]2=[O:28])[CH2:16][CH2:17][N:18]([CH2:21][c:32]2[n:31]([CH3:30])[c:39]3[c:34]([cH:33]2)[cH:35][cH:36][cH:37][cH:38]3)[CH2:19][CH2:20]1)=[O:29]. The product is COC(=O)C=Cc1ccc2c(c1)C(=O)CC1(CCN(Cc3cc4ccccc4n3C)CC1)O2. Starting materials: CC(=O)O[BH-](OC(C)=O)OC(C)=O, O=C([O-])[O-], COC(=O)C=Cc1ccc2c(c1)C(=O)CC1(CCN(C(=O)OC(C)(C)C)CC1)O2, Cn1c(C=O)cc2ccccc21, [Na+], [Na+], [Na+].